describe an organic reaction: reactants, conditions, products, and yield From a dataset of the Open Reaction Database (ORD), a public repository of structured organic reaction records. Reactants: C1OC=2C=C(C=CC2OC1)NC1=NC=C(C(=N1)NC1=CC2=C(C=C1)OCCO2)C2=CC=CC=C2 (N2,N4-bis(3,4-ethylenedioxyphenyl)-5-phenyl-2,4-pyrimidinediamine), C1OC=2C=C(C=CC2OC1)NC1=NC=C(C(=N1)NC1=CC2=C(C=C1)OCCO2)Br (N2,N4-bis(3,4-ethylenedioxyphenyl)-5-bromo-2,4-pyrimidinediamine), COC(=O)C1=CC=C(C=C1)B(O)O ((4-methoxycarbonylphenyl)boronic acid). Product: C1OC=2C=C(C=CC2OC1)NC1=NC=C(C(=N1)NC1=CC2=C(C=C1)OCCO2)C2=CC=C(C=C2)C(=O)OC (N2,N4-bis(3,4-ethylenedioxyphenyl)-5-(4-methoxycarbonylphenyl)-2,4-pyrimidinediamine). As a reaction SMILES: [CH2:1]1[CH2:10][O:9][C:8]2[CH:7]=[CH:6][C:5]([NH:11][C:12]3[N:17]=[C:16]([NH:18][C:19]4[CH:24]=[CH:23][C:22]5[O:25][CH2:26][CH2:27][O:28][C:21]=5[CH:20]=4)[C:15]([C:29]4[CH:34]=[CH:33][CH:32]=[CH:31][CH:30]=4)=[CH:14][N:13]=3)=[CH:4][C:3]=2[O:2]1.C1COC2C=CC(NC3N=C(NC4C=CC5OCCOC=5C=4)C(Br)=CN=3)=CC=2O1.[CH3:64][O:65][C:66](C1C=CC(B(O)O)=CC=1)=[O:67]>>[CH2:1]1[CH2:10][O:9][C:8]2[CH:7]=[CH:6][C:5]([NH:11][C:12]3[N:17]=[C:16]([NH:18][C:19]4[CH:24]=[CH:23][C:22]5[O:25][CH2:26][CH2:27][O:28][C:21]=5[CH:20]=4)[C:15]([C:29]4[CH:34]=[CH:33][C:32]([C:66]([O:65][CH3:64])=[O:67])=[CH:31][CH:30]=4)=[CH:14][N:13]=3)=[CH:4][C:3]=2[O:2]1. Procedure: In a manner similar to the preparation of N2,N4-bis(3,4-ethylenedioxyphenyl)-5-phenyl-2,4-pyrimidinediamine, N2,N4-bis(3,4-ethylenedioxyphenyl)-5-bromo-2,4-pyrimidinediamine and (4-methoxycarbonylphenyl)boronic acid were reacted to yield N2,N4-bis(3,4-ethylenedioxyphenyl)-5-(4-methoxycarbonylphenyl)-2,4-pyrimidinediamine. LCMS: ret. time: 26.35 min.; purity: 90%; MS (m/e): 514 (MH+).